Dataset: the Open Reaction Database (ORD), a public repository of structured organic reaction records. Task: describe an organic reaction: reactants, conditions, products, and yield Reactants: C(C)(=O)N1CC2=CC=CC(=C2CC1)N (2-acetyl-5-amino-1,2,3,4-tetrahydroisoquinoline), N1=CC=CC=C1 (pyridine), C1(=CC=CC=C1)S(=O)(=O)Cl (benzenesulphonyl chloride). Solvent: ClCCl (dichloromethane). Run at time 8 hour. Product: C(C)(=O)N1CC2=CC=CC(=C2CC1)NS(=O)(=O)C1=CC=CC=C1 (2-acetyl-5-phenylsulphonamido-1,2,3,4-tetrahydroisoquinoline). Isolated yield 82.9%. RXN SMILES: [C:1]([N:4]1[CH2:13][CH2:12][C:11]2[C:6](=[CH:7][CH:8]=[CH:9][C:10]=2[NH2:14])[CH2:5]1)(=[O:3])[CH3:2].N1C=CC=CC=1.[C:21]1([S:27](Cl)(=[O:29])=[O:28])[CH:26]=[CH:25][CH:24]=[CH:23][CH:22]=1>ClCCl>[C:1]([N:4]1[CH2:13][CH2:12][C:11]2[C:6](=[CH:7][CH:8]=[CH:9][C:10]=2[NH:14][S:27]([C:21]2[CH:26]=[CH:25][CH:24]=[CH:23][CH:22]=2)(=[O:29])=[O:28])[CH2:5]1)(=[O:3])[CH3:2]. Procedure details: To a stirred solution of 2-acetyl-5-amino-1,2,3,4-tetrahydroisoquinoline (6.6 g) in a mixture of dry pyridine (3 g) and dichloromethane (450 ml) at approximately 5° C. was added dropwise, over 15 minutes, benzenesulphonyl chloride (6.2 g). The orange solution was stirred overnight at room temperature and was then washed several times with water, dried and the solvent was then evaporated to give a dark orange oil. Crystallisation from 2-propanol gave 2-acetyl-5-phenylsulphonamido-1,2,3,4-tetrahyd... Starting materials: CCCCCCCCCCCc1noc(-c2ccc(CN)cc2)n1, O=C(c1ccc(C(F)(F)F)cc1)C1CCCC1. Product: CCCCCCCCCCCc1noc(-c2ccc(CNC(c3ccc(C(F)(F)F)cc3)C3CCCC3)cc2)n1. Reaction SMILES: [CH2:18]([CH2:19][CH2:20][CH2:21][CH2:22][CH2:23][CH2:24][CH2:25][CH2:26][CH2:27][CH3:28])[c:29]1[n:30][o:31][c:32](-[c:34]2[cH:35][cH:36][c:37]([CH2:38][NH2:39])[cH:40][cH:41]2)[n:33]1.[CH:1]1([C:6](=[O:7])[c:8]2[cH:9][cH:10][c:11]([C:14]([F:15])([F:16])[F:17])[cH:12][cH:13]2)[CH2:2][CH2:3][CH2:4][CH2:5]1>>[CH:1]1([CH:6]([c:8]2[cH:9][cH:10][c:11]([C:14]([F:15])([F:16])[F:17])[cH:12][cH:13]2)[NH:39][CH2:38][c:37]2[cH:36][cH:35][c:34](-[c:32]3[o:31][n:30][c:29]([CH2:18][CH2:19][CH2:20][CH2:21][CH2:22][CH2:23][CH2:24][CH2:25][CH2:26][CH2:27][CH3:28])[n:33]3)[cH:41][cH:40]2)[CH2:2][CH2:3][CH2:4][CH2:5]1.